describe an organic reaction: reactants, conditions, products, and yield From a dataset of the Open Reaction Database (ORD), a public repository of structured organic reaction records. Reactants: C(#N)C1=NC=CC=C1 (2-cyanopyridine), NC=1SC(=CC1C(=O)OCC)CC (2-amino-5-ethyl-3-ethoxycarbonyl-thiophene), O=P(Cl)(Cl)Cl (POCl3). The product is ClC=1C2=C(N=C(N1)C1=NC=CC=C1)SC(=C2)CC (4-chloro-2-(pyridin-2-yl)-6-ethyl-thieno-[2,3-d]-pyrimidine). As a reaction SMILES: [C:1]([C:3]1[CH:8]=[CH:7][CH:6]=[CH:5][N:4]=1)#[N:2].[NH2:9][C:10]1[S:11][C:12]([CH2:20][CH3:21])=[CH:13][C:14]=1[C:15](OCC)=O.O=P(Cl)(Cl)[Cl:24]>>[Cl:24][C:15]1[C:14]2[CH:13]=[C:12]([CH2:20][CH3:21])[S:11][C:10]=2[N:9]=[C:1]([C:3]2[CH:8]=[CH:7][CH:6]=[CH:5][N:4]=2)[N:2]=1. Reported procedure: With the procedure of Example 477, the reaction of 2-cyanopyridine and 2-amino-5-ethyl-3-ethoxycarbonyl-thiophene, and the subsequent reaction With POCl3 yields 4-chloro-2-(pyridin-2-yl)-6-ethyl-thieno-[2,3-d]-pyrimidine Reactants: Cl[C@H]1[C@@H](C2=CC=CC=C2C1)O (trans-2-chloroindan-1-ol), C(=C)OCC (ethyl vinyl ether), C1(=CC=C(C=C1)S(=O)(=O)O)C (p-toluenesulfonic acid). Solvent: ClC1=CC=CC=C1 (monochlorobenzene). The product is Cl[C@H]1[C@@H](C2=CC=CC=C2C1)OC(C)OCC (trans-2-chloro-1-(1-ethoxyethoxy)indane). RXN SMILES: [Cl:1][C@@H:2]1[CH2:10][C:9]2[C:4](=[CH:5][CH:6]=[CH:7][CH:8]=2)[C@H:3]1[OH:11].[CH:12]([O:14][CH2:15][CH3:16])=[CH2:13].C1(C)C=CC(S(O)(=O)=O)=CC=1>ClC1C=CC=CC=1>[Cl:1][C@@H:2]1[CH2:10][C:9]2[C:4](=[CH:5][CH:6]=[CH:7][CH:8]=2)[C@H:3]1[O:11][CH:12]([O:14][CH2:15][CH3:16])[CH3:13]. Reported procedure: A stirrer, thermometer and reflux condenser were mounted to a 100-ml three-necked flask which was filled with 10.0 g (0.059 mol) of trans-2-chloroindan-1-ol, 13 ml of monochlorobenzene and 4.72 g (0.066 mol) of ethyl vinyl ether. While the mixture was stirred, 5.6 g (0.03 mol) of p-toluenesulfonic acid was added and stirred for 3 hours at 25° C. to form trans-2-chloro-1-(1-ethoxyethoxy)indane in the reaction system. Moreover, to the reaction liquid was added 123.4 g (0.77 mol) of a 25% aqueous s... The reactants are [Si](C1=CC=CC=C1)(C1=CC=CC=C1)(C(C)(C)C)OCC[C@@H](C)OC1=C(C=CC=C1)C1=CC(=C(C=C1)C(=O)O)F (2′-{[(1R)-3-{[tert-butyl(diphenyl)silyl]oxy}-1-methylpropyl]oxy}-3-fluorobiphenyl-4-carboxylic acid), FC(C(=O)O)(F)F.BrC1=CC2=C(OC(C(N2C2CCNCC2)=O)(C)C)N=C1 (7-bromo-3,3-dimethyl-1-piperidin-4-yl-1H-pyrido[2,3-b][1,4]oxazin-2(3H)-one trifluoroacetate). Product: BrC1=CC2=C(OC(C(N2C2CCN(CC2)C(=O)C2=C(C=C(C=C2)C2=C(C=CC=C2)O[C@@H](CCO)C)F)=O)(C)C)N=C1 (7-bromo-1-{1-[(3-fluoro-2′-{[(1R)-3-hydroxy-1-methylpropyl]oxy}biphenyl-4-yl)carbonyl]piperidin-4-yl}-3,3-dimethyl-1H-pyrido[2,3-b][1,4]oxazin-2(3H)-one). RXN SMILES: [Si]([O:18][CH2:19][CH2:20][C@H:21]([O:23][C:24]1[CH:29]=[CH:28][CH:27]=[CH:26][C:25]=1[C:30]1[CH:35]=[CH:34][C:33]([C:36]([OH:38])=O)=[C:32]([F:39])[CH:31]=1)[CH3:22])(C(C)(C)C)(C1C=CC=CC=1)C1C=CC=CC=1.FC(F)(F)C(O)=O.[Br:47][C:48]1[CH:66]=[N:65][C:51]2[O:52][C:53]([CH3:64])([CH3:63])[C:54](=[O:62])[N:55]([CH:56]3[CH2:61][CH2:60][NH:59][CH2:58][CH2:57]3)[C:50]=2[CH:49]=1>>[Br:47][C:48]1[CH:66]=[N:65][C:51]2[O:52][C:53]([CH3:63])([CH3:64])[C:54](=[O:62])[N:55]([CH:56]3[CH2:57][CH2:58][N:59]([C:36]([C:33]4[CH:34]=[CH:35][C:30]([C:25]5[CH:26]=[CH:27][CH:28]=[CH:29][C:24]=5[O:23][C@H:21]([CH3:22])[CH2:20][CH2:19][OH:18])=[CH:31][C:32]=4[F:39])=[O:38])[CH2:60][CH2:61]3)[C:50]=2[CH:49]=1 |f:1.2|. Reported procedure: In accordance with the methods of Examples 13-4 and 5-5, the compound of Example 5-3 was used instead of the compound of Example 13-3, and the compound of Example 52-2 was used instead of the compound of Reference Example 3 to afford 7-bromo-1-{1-[(3-fluoro-2′-{[(1R)-3-hydroxy-1-methylpropyl]oxy}biphenyl-4-yl)carbonyl]piperidin-4-yl}-3,3-dimethyl-1H-pyrido[2,3-b][1,4]oxazin-2(3H)-one. Starting materials: C(C)OC(CC1=C(NC2=CC=CC=C12)C(=O)OCC)=O ((2-ethoxycarbonyl-indol-3-yl)-acetic acid ethyl ester), COC(C1=CC(=CC=C1)Br)=O (methyl-3-bromobenzoate), C(=O)([O-])[O-].[K+].[K+] (K2CO3). The reagents and catalysts are [Cu]Br (copper (I) bromide). Solvent: CN1C(CCC1)=O (N-methylpyrrolidone). Yields the product C(C)OC(=O)C=1N(C2=CC=CC=C2C1CC(=O)OCC)C1=CC(=CC=C1)C(=O)OC (3-ethoxycarbonylmethyl-1-(3-methoxycarbonyl-phenyl)-1H-indole-2-carboxylic acid ethyl ester). The yield is 73.3%. Reaction SMILES: [CH2:1]([O:3][C:4](=[O:20])[CH2:5][C:6]1[C:14]2[C:9](=[CH:10][CH:11]=[CH:12][CH:13]=2)[NH:8][C:7]=1[C:15]([O:17][CH2:18][CH3:19])=[O:16])[CH3:2].[CH3:21][O:22][C:23](=[O:31])[C:24]1[CH:29]=[CH:28][CH:27]=[C:26](Br)[CH:25]=1.C([O-])([O-])=O.[K+].[K+]>CN1CCCC1=O.[Cu]Br>[CH2:18]([O:17][C:15]([C:7]1[N:8]([C:26]2[CH:27]=[CH:28][CH:29]=[C:24]([C:23]([O:22][CH3:21])=[O:31])[CH:25]=2)[C:9]2[C:14]([C:6]=1[CH2:5][C:4]([O:3][CH2:1][CH3:2])=[O:20])=[CH:13][CH:12]=[CH:11][CH:10]=2)=[O:16])[CH3:19] |f:2.3.4|. Procedure: A solution of (2-ethoxycarbonyl-indol-3-yl)-acetic acid ethyl ester (J. Med. Chem. 1991, 34, 1283–1292, 2.2 g, 8.0 mmol), methyl-3-bromobenzoate (5.16 g, 24 mmol), anhydrous powdered K2CO3 (2.2 g, 16 mmol), and copper (I) bromide (2.3 g, 16 mmol) in N-methylpyrrolidone (NMP, 10 mL) was stirred at 170° C. overnight under inert atmosphere. The solvent was then removed by stream of nitrogen, and the residue was suspended in EtOAc (20 mL). The suspension was passed through a pad of silica gel using ... The reactants are CCCC(=O)Oc1ccc(C)cc1C(CC[N+](C)(C(C)C)C(C)C)c1ccccc1, CO, [I-]. The product is [I-], Cc1ccc(O)c(C(CC[N+](C)(C(C)C)C(C)C)c2ccccc2)c1. As a reaction SMILES: [C:2](=[O:3])([CH2:4][CH2:5][CH3:6])[O:7][c:8]1[c:9]([CH:15]([CH2:16][CH2:17][N+:18]([CH3:19])([CH:20]([CH3:21])[CH3:22])[CH:23]([CH3:24])[CH3:25])[c:26]2[cH:27][cH:28][cH:29][cH:30][cH:31]2)[cH:10][c:11]([CH3:14])[cH:12][cH:13]1.[CH3:32][OH:33].[I-:1]>>[I-:1].[OH:7][c:8]1[c:9]([CH:15]([CH2:16][CH2:17][N+:18]([CH3:19])([CH:20]([CH3:21])[CH3:22])[CH:23]([CH3:24])[CH3:25])[c:26]2[cH:27][cH:28][cH:29][cH:30][cH:31]2)[cH:10][c:11]([CH3:14])[cH:12][cH:13]1.